From a dataset of the Open Reaction Database (ORD), a public repository of structured organic reaction records. describe an organic reaction: reactants, conditions, products, and yield The reactants are C(C)OC(C(C=C(CP(=O)(OC(C)C)OC(C)C)C1CCN(CC1)C(C)=O)NC=O)=O (4-(1-acetylpiperidin-4-yl)-5-diisopropylphosphono-2-formylamino-pent-3-enoic acid ethyl ester). Run in Cl (hydrochloric acid). Conditions: time 1 hour. Product: NC(C(=O)O)C=C(CP(=O)(O)O)C1CCNCC1 (2-amino-4-(piperidin-4-yl)-5-phosphono-pent-3-enoic acid). RXN SMILES: C([O:3][C:4](=[O:31])[CH:5]([NH:28]C=O)[CH:6]=[C:7]([CH:19]1[CH2:24][CH2:23][N:22](C(=O)C)[CH2:21][CH2:20]1)[CH2:8][P:9]([O:15]C(C)C)([O:11]C(C)C)=[O:10])C>Cl>[NH2:28][CH:5]([CH:6]=[C:7]([CH:19]1[CH2:20][CH2:21][NH:22][CH2:23][CH2:24]1)[CH2:8][P:9]([OH:11])([OH:15])=[O:10])[C:4]([OH:31])=[O:3]. Procedure: 1 g (2.17 mmol) of 4-(1-acetylpiperidin-4-yl)-5-diisopropylphosphono-2-formylamino-pent-3-enoic acid ethyl ester is heated under reflux in 20 ml of 6N hydrochloric acid for 8 hours. After concentration by evaporation, the residue is dissolved in 25 ml of ethanol. 3 ml of propylene oxide are then added, the mixture is stirred for 2 hours at room temperature and for one hour with ice cooling, and then the suspension that has formed is filtered off with suction. 2-amino-4-(piperidin-4-yl)-5-phospho... Starting materials: COC=1C=C(C=C(C1OC)OC)C1=NC=CC(=C1)CN1CCNCC1 (1-[[2-(3,4,5-Trimethoxyphenyl)pyridin-4-yl]methyl]-piperazine), C(C1=CC=CC=C1)(=O)Cl (benzoyl chloride). The product is C(C1=CC=CC=C1)(=O)N1CCN(CC1)CC1=CC(=NC=C1)C1=CC(=C(C(=C1)OC)OC)OC (N-benzoyl-N′-[[2-(3,4,5-trimethoxyphenyl)-pyridin-4-yl]methyl]piperazine). As a reaction SMILES: [CH3:1][O:2][C:3]1[CH:4]=[C:5]([C:13]2[CH:18]=[C:17]([CH2:19][N:20]3[CH2:25][CH2:24][NH:23][CH2:22][CH2:21]3)[CH:16]=[CH:15][N:14]=2)[CH:6]=[C:7]([O:11][CH3:12])[C:8]=1[O:9][CH3:10].[C:26](Cl)(=[O:33])[C:27]1[CH:32]=[CH:31][CH:30]=[CH:29][CH:28]=1>>[C:26]([N:23]1[CH2:24][CH2:25][N:20]([CH2:19][C:17]2[CH:16]=[CH:15][N:14]=[C:13]([C:5]3[CH:6]=[C:7]([O:11][CH3:12])[C:8]([O:9][CH3:10])=[C:3]([O:2][CH3:1])[CH:4]=3)[CH:18]=2)[CH2:21][CH2:22]1)(=[O:33])[C:27]1[CH:32]=[CH:31][CH:30]=[CH:29][CH:28]=1. Procedure details: 1-[[2-(3,4,5-Trimethoxyphenyl)pyridin-4-yl]methyl]-piperazine (103 mg) and benzoyl chloride (55 mg) were reacted in the same manner as in Example 46 to obtain the title compound as a free base. Starting materials: C(C)C1(COC2(OC1)CC(SC(C2)C2=CC=CC=C2)C2=CC=CC=C2)CO (3-ethyl-3-hydroxymethyl-8,10-diphenyl-1,5-dioxa-9-thiaspiro[5.5]-undecane), C(C1=CC=CC=C1)(=O)OC (methyl benzoate). Solvent: C=1(C(=CC=CC1)C)C (xylene). Yields the product C(C)C1(COC2(OC1)CC(SC(C2)C2=CC=CC=C2)C2=CC=CC=C2)COC(C2=CC=CC=C2)=O (3-Ethyl-3-benzoyloxymethyl-8,10-diphenyl-1,5-dioxa-9-thiaspiro[5.5]-undecane). As a reaction SMILES: [CH2:1]([C:3]1([CH2:26][OH:27])[CH2:8][O:7][C:6]2([CH2:13][CH:12]([C:14]3[CH:19]=[CH:18][CH:17]=[CH:16][CH:15]=3)[S:11][CH:10]([C:20]3[CH:25]=[CH:24][CH:23]=[CH:22][CH:21]=3)[CH2:9]2)[O:5][CH2:4]1)[CH3:2].[C:28](OC)(=[O:35])[C:29]1[CH:34]=[CH:33][CH:32]=[CH:31][CH:30]=1>C1(C)C(C)=CC=CC=1>[CH2:1]([C:3]1([CH2:26][O:27][C:28](=[O:35])[C:29]2[CH:34]=[CH:33][CH:32]=[CH:31][CH:30]=2)[CH2:4][O:5][C:6]2([CH2:9][CH:10]([C:20]3[CH:25]=[CH:24][CH:23]=[CH:22][CH:21]=3)[S:11][CH:12]([C:14]3[CH:15]=[CH:16][CH:17]=[CH:18][CH:19]=3)[CH2:13]2)[O:7][CH2:8]1)[CH3:2]. Procedure details: 19.2 g of 3-ethyl-3-hydroxymethyl-8,10-diphenyl-1,5-dioxa-9-thiaspiro[5.5]-undecane and 6.8 g of methyl benzoate are dissolved in 100 ml of xylene. About 20 ml of xylene are distilled off under a weak stream of nitrogen. After cooling to 110°, 0.1 g of LiNH2 are added and the mixture is heated at 135° for 8 hours, with stirring, the methanol formed being continuously distilled off together with a little xylene. After cooling to room temperature, 0.25 ml of glacial acetic acid and 3 g of bleachin... Reactants: [N+](=O)([O-])[O-].[K+] (potassium nitrate), OC=1C(=NC=2C=CC3=C(C2N1)C(=CC=C3)[N+](=O)[O-])O (2,3-dihydroxy-10-nitrobenzo(f)quinoxaline), ice water. The solvent is S(O)(O)(=O)=O (sulfuric acid). The product is OC=1C(=NC=2C=C(C3=C(C2N1)C(=CC=C3)[N+](=O)[O-])[N+](=O)[O-])O (2,3-Dihydroxy-6,10-dinitrobenzo(f)quinoxaline). RXN SMILES: [N+:1]([O-])([O-:3])=[O:2].[K+].[OH:6][C:7]1[C:8]([OH:24])=[N:9][C:10]2[CH:11]=[CH:12][C:13]3[CH:20]=[CH:19][CH:18]=[C:17]([N+:21]([O-:23])=[O:22])[C:14]=3[C:15]=2[N:16]=1>S(=O)(=O)(O)O>[OH:6][C:7]1[C:8]([OH:24])=[N:9][C:10]2[CH:11]=[C:12]([N+:1]([O-:3])=[O:2])[C:13]3[CH:20]=[CH:19][CH:18]=[C:17]([N+:21]([O-:23])=[O:22])[C:14]=3[C:15]=2[N:16]=1 |f:0.1|. Procedure: Finely powdered potassium nitrate (81 mg, 0.8 mmol) was added during a few minutes to a stirred solution of 2,3-dihydroxy-10-nitrobenzo(f)quinoxaline (0.21 g, 0.B mmol) in 3 ml of conc. sulfuric acid at 0° C. After stirring over night at room temperature, the solution was poured into 50 ml of ice/water. The yellow precipitate was isolated, washed with water, dried and recrystallized from 96% ethanol affording 0.12 g (50%) of the dinitro compound, m.p.> 300° C., IR (KBr): 700 cm-1 (C=0),1H-NMR (D... Starting materials: ferrous sulfate heptahydrate, [BH4-].[Na+] (sodium borohydride), [N+](=O)([O-])C1=C(N)C=CC(=C1)C(=O)N1CCOCC1 (2-nitro-4-morpholinocarbonylaniline), NN (hydrazine). The solvent is CO (methanol). Conditions: time 5 minute. Yields the product NC1=C(C=C(C=C1)C(=O)N1CCOCC1)N (1,2-diamino-4-morpholinocarbonylbenzene). RXN SMILES: [BH4-].[Na+].[N+:3]([C:6]1[CH:12]=[C:11]([C:13]([N:15]2[CH2:20][CH2:19][O:18][CH2:17][CH2:16]2)=[O:14])[CH:10]=[CH:9][C:7]=1[NH2:8])([O-])=O.NN>CO>[NH2:8][C:7]1[CH:9]=[CH:10][C:11]([C:13]([N:15]2[CH2:20][CH2:19][O:18][CH2:17][CH2:16]2)=[O:14])=[CH:12][C:6]=1[NH2:3] |f:0.1|. Procedure: A solution of 0.14 g of ferrous sulfate heptahydrate in 15 ml of methanol is treated under nitrogen with 0.02 g of sodium borohydride. After 5 minutes, 2.5 g of 2-nitro-4-morpholinocarbonylaniline (as prepared in Example XXXIX) and 1 ml 64% hydrazine are added. The mixture is refluxed until reduction is complete (~4-6 hours) to afford 1,2-diamino-4-morpholinocarbonylbenzene. Starting materials: [BH4-], COC(=O)C(=CC1CCCC1)c1ccc(-n2nnnc2C)c(C(F)(F)F)c1, CO, [Na+], Cl[Ni]Cl, O, O, O, O, O, O. Yields the product COC(=O)C(CC1CCCC1)c1ccc(-n2nnnc2C)c(C(F)(F)F)c1. As a reaction SMILES: [BH4-:28].[CH3:1][O:2][C:3]([C:4](=[CH:5][CH:6]1[CH2:7][CH2:8][CH2:9][CH2:10]1)[c:11]1[cH:12][c:13]([C:23]([F:24])([F:25])[F:26])[c:14](-[n:17]2[n:18][n:19][n:20][c:21]2[CH3:22])[cH:15][cH:16]1)=[O:27].[CH3:30][OH:31].[Na+:29].[Ni:38]([Cl:39])[Cl:40].[OH2:32].[OH2:33].[OH2:34].[OH2:35].[OH2:36].[OH2:37]>>[CH3:1][O:2][C:3]([CH:4]([CH2:5][CH:6]1[CH2:7][CH2:8][CH2:9][CH2:10]1)[c:11]1[cH:12][c:13]([C:23]([F:24])([F:25])[F:26])[c:14](-[n:17]2[n:18][n:19][n:20][c:21]2[CH3:22])[cH:15][cH:16]1)=[O:27].